This data is from the Open Reaction Database (ORD), a public repository of structured organic reaction records. The task is: describe an organic reaction: reactants, conditions, products, and yield Reactants: ClC=1C2=C(N=CN1)N(C=C2SC2=CC=C(N)C=C2)COCC[Si](C)(C)C (4-((4-Chloro-7-((2-(trimethylsilyl)ethoxy)methyl)-7H-pyrrolo[2,3-d]pyrimidin-5-yl)thio)aniline), [Cl-].CC=1C=CN2N=C(N(C(C21)=O)C2=CC=CC=C2)[C@H](C)[NH3+] ((S)-1-(5-methyl-4-oxo-3-phenyl-3,4-dihydropyrrolo[2,1-f][1,2,4]triazin-2-yl)ethanaminium chloride), [F-].[Cs+] (cesium fluoride), C(C)(C)N(C(C)C)CC (N,N-diisopropylethylamine). Run in C(C)(C)(C)O (tert-butanol). The product is NC1=CC=C(C=C1)SC1=CN(C=2N=CN=C(C21)N[C@@H](C)C2=NN1C(C(N2C2=CC=CC=C2)=O)=C(C=C1)C)COCC[Si](C)(C)C ((S)-2-(1-((5-((4-Aminophenyl)thio)-7-((2-(trimethylsilyl)ethoxy)methyl)-7H-pyrrolo[2,3-d]pyrimidin-4-yl)amino)ethyl)-5-methyl-3-phenylpyrrolo[2,1-f][1,2,4]triazin-4(3H)-one). Isolated yield 42.9%. As a reaction SMILES: Cl[C:2]1[C:3]2[C:10]([S:11][C:12]3[CH:18]=[CH:17][C:15]([NH2:16])=[CH:14][CH:13]=3)=[CH:9][N:8]([CH2:19][O:20][CH2:21][CH2:22][Si:23]([CH3:26])([CH3:25])[CH3:24])[C:4]=2[N:5]=[CH:6][N:7]=1.[Cl-].[CH3:28][C:29]1[CH:30]=[CH:31][N:32]2[C:37]=1[C:36](=[O:38])[N:35]([C:39]1[CH:44]=[CH:43][CH:42]=[CH:41][CH:40]=1)[C:34]([C@@H:45]([NH3+:47])[CH3:46])=[N:33]2.[F-].[Cs+].C(N(CC)C(C)C)(C)C>C(O)(C)(C)C>[NH2:16][C:15]1[CH:17]=[CH:18][C:12]([S:11][C:10]2[C:3]3[C:2]([NH:47][C@H:45]([C:34]4[N:35]([C:39]5[CH:44]=[CH:43][CH:42]=[CH:41][CH:40]=5)[C:36](=[O:38])[C:37]5=[C:29]([CH3:28])[CH:30]=[CH:31][N:32]5[N:33]=4)[CH3:46])=[N:7][CH:6]=[N:5][C:4]=3[N:8]([CH2:19][O:20][CH2:21][CH2:22][Si:23]([CH3:26])([CH3:25])[CH3:24])[CH:9]=2)=[CH:13][CH:14]=1 |f:1.2,3.4|. Reported procedure: 4-((4-Chloro-7-((2-(trimethylsilyl)ethoxy)methyl)-7H-pyrrolo[2,3-d]pyrimidin-5-yl)thio)aniline (350 mg, 0.73 mmol) was treated with (S)-1-(5-methyl-4-oxo-3-phenyl-3,4-dihydropyrrolo[2,1-f][1,2,4]triazin-2-yl)ethanaminium chloride (215 mg, 0.80 mmol), cesium fluoride (11 mg, 0.07 mmol), N,N-diisopropylethylamine (318 μl, 1.83 mmol) and tert-butanol (4 ml) as a solvent according to Preparation 163. The residue was purified by reverse phase using SP1® Purification System to obtain 200 mg (40% yield... Starting materials: C(C1=CC=CC=C1)OC[C@@H]1OC1 ((R)-2-(Benzyloxymethyl)oxirane), O.NN (hydrazine mono-hydrate), C[O-].[Na+] (sodium methoxide), C(OCC)(OCC)=O (diethyl carbonate). Solvent: CO (MeOH), CO (methanol). Conditions: temperature 95 celsius, time 18 hour. Product: NN1C(O[C@H](C1)COCC1=CC=CC=C1)=O ((R)-3-Amino-5-(benzyloxymethyl)oxazolidin-2-one). Yield: 66.0%. RXN SMILES: [CH2:1]([O:8][CH2:9][C@H:10]1[CH2:12][O:11]1)[C:2]1[CH:7]=[CH:6][CH:5]=[CH:4][CH:3]=1.O.[NH2:14][NH2:15].C[O-].[Na+].[C:19](=[O:26])(OCC)OCC>CO>[NH2:14][N:15]1[CH2:12][C@H:10]([CH2:9][O:8][CH2:1][C:2]2[CH:3]=[CH:4][CH:5]=[CH:6][CH:7]=2)[O:11][C:19]1=[O:26] |f:1.2,3.4|. Reported procedure: (R)-2-(Benzyloxymethyl)oxirane (2.5 g, 15.23 mmol) was added dropwise to hydrazine mono-hydrate (4.67 g, 91 mmol), previously heated at 95° C., under vigorous stirring. The mixture was refluxed for 30 min. The excess of hydrazine hydrate was evaporated under vacuum for 3 h, at 53° C. and then at r.t., under vigorous magnetic stirring, for 18 h. A sticky colourless oil was obtained. The crude was dissolved in dry MeOH (5 mL) and a solution of sodium methoxide 0.5M in methanol (4.6 mL, 2.284 mmol)... The reactants are Cl (HCl), [OH-].[Na+] (NaOH), BrC1=C(C=CC(=C1)[N+](=O)[O-])OC (2-bromo-4-nitroanisole), C(C)O (ethanol). The reagents and catalysts are [Fe] (iron). Run in O (water). Yields the product NC1=CC(=C(C=C1)OC)Br (4-amino-2-bromoanisole). Reaction SMILES: [Br:1][C:2]1[CH:7]=[C:6]([N+:8]([O-])=O)[CH:5]=[CH:4][C:3]=1[O:11][CH3:12].C(O)C.Cl.[OH-].[Na+]>[Fe].O>[NH2:8][C:6]1[CH:5]=[CH:4][C:3]([O:11][CH3:12])=[C:2]([Br:1])[CH:7]=1 |f:3.4|. Procedure details: To a mixture of 2-bromo-4-nitroanisole (5.0 g, 21.5 mmol, Lancaster), ethanol (25 mL) and water (25 mL), was added powdered iron (4.8 g, 86 mmol) and 12 N HCl (0.5 mL). The solution was heated at reflux for 20 minutes. 1N NaOH (10 mL) was added and the reaction mixture was filtered through a pad of celite while still hot, and then rinsed with ethanol (2×50 mL). The ethanol was removed under reduced pressure and the residue extracted with dichloromethane (2×100 mL). The organic extracts were drie... Reactants: COC=1C=C2CCC(C2=CC1OC)=O (5,6-Dimethoxyindan-1-one), [H-].[Na+] (sodium hydride), C(OCC)(OCC)=O (diethyl carbonate). The solvent is C1CCOC1 (THF), C1CCOC1 (THF). The product is C(C)OC(=O)C1C(C2=CC(=C(C=C2C1)OC)OC)=O (2-ethoxycarbonyl-5,6-dimethoxyindan-1-one). Isolated yield 98.0%. As a reaction SMILES: [H-].[Na+].[CH3:3][O:4][C:5]1[CH:6]=[C:7]2[C:11](=[CH:12][C:13]=1[O:14][CH3:15])[C:10](=[O:16])[CH2:9][CH2:8]2.[C:17](=O)([O:21]CC)[O:18][CH2:19][CH3:20]>C1COCC1>[CH2:19]([O:18][C:17]([CH:9]1[CH2:8][C:7]2[C:11](=[CH:12][C:13]([O:14][CH3:15])=[C:5]([O:4][CH3:3])[CH:6]=2)[C:10]1=[O:16])=[O:21])[CH3:20] |f:0.1|. Procedure details: This compound is prepared according to the procedure disclosed in EP 534859. To a suspension of sodium hydride (50% dispersion in oil, 20 g) in 240 mL of THF, diethyl carbonate was added and the mixture was stirred and refluxed for 90 min. A solution of 5,6-Dimethoxyindan-1-one (40 g) in THF (440 mL) was added, the mixture was heated under reflux for 3 h, then cooled and concentrated. Ethyl acetate (200 mL) was added, the organic layer was washed with water. The organic layer was dried over MgSO... The reactants are CC(C)(C)c1cc(NC(=O)C(C)(CCO)S(=O)(=O)C2CCOCC2)on1, ClCCl, CC(C)(C)OC(=O)N=NC(=O)OC(C)(C)C, c1ccc(P(c2ccccc2)c2ccccc2)cc1. Yields the product CC(C)(C)c1cc(N2CCC(C)(S(=O)(=O)C3CCOCC3)C2=O)on1. RXN SMILES: [C:36]([CH3:37])([CH3:38])([CH3:39])[c:40]1[n:41][o:42][c:43]([NH:45][C:46]([C:47]([CH2:48][CH2:49][OH:50])([S:51](=[O:52])(=[O:53])[CH:54]2[CH2:55][CH2:56][O:57][CH2:58][CH2:59]2)[CH3:60])=[O:61])[cH:44]1.[CH2:62]([Cl:63])[Cl:64].[N:1]([C:2]([O:3][C:4]([CH3:5])([CH3:6])[CH3:7])=[O:8])=[N:9][C:10]([O:11][C:12]([CH3:13])([CH3:14])[CH3:15])=[O:16].[c:17]1([P:18]([c:19]2[cH:20][cH:21][cH:22][cH:23][cH:24]2)[c:25]2[cH:26][cH:27][cH:28][cH:29][cH:30]2)[cH:31][cH:32][cH:33][cH:34][cH:35]1>>[C:36]([CH3:37])([CH3:38])([CH3:39])[c:40]1[n:41][o:42][c:43]([N:45]2[C:46](=[O:61])[C:47]([S:51](=[O:52])(=[O:53])[CH:54]3[CH2:55][CH2:56][O:57][CH2:58][CH2:59]3)([CH3:60])[CH2:48][CH2:49]2)[cH:44]1.